This data is from the Open Reaction Database (ORD), a public repository of structured organic reaction records. The task is: describe an organic reaction: reactants, conditions, products, and yield The reactants are C1(CCCCC1)NC=1SC=C(N1)C=O (2-cyclohexylaminothiazole-4-carbaldehyde), N (ammonia), S1C(=S)N(C(=O)C1)CC(=O)O (rhodanine-3-acetic acid), [Cl-].[NH4+] (ammonium chloride). The solvent is C(C)O (ethanol). The product is C1(CCCCC1)NC=1SC=C(N1)C=C1C(N(C(S1)=S)CC(=O)O)=O (5-(2-Cyclohexylaminothiazol-4-ylmethylene)rhodanine-3-acetic acid). As a reaction SMILES: [CH:1]1([NH:7][C:8]2[S:9][CH:10]=[C:11]([CH:13]=O)[N:12]=2)[CH2:6][CH2:5][CH2:4][CH2:3][CH2:2]1.[S:15]1[CH2:21][C:19](=[O:20])[N:18]([CH2:22][C:23]([OH:25])=[O:24])[C:16]1=[S:17].[Cl-].[NH4+].N>C(O)C>[CH:1]1([NH:7][C:8]2[S:9][CH:10]=[C:11]([CH:13]=[C:21]3[S:15][C:16](=[S:17])[N:18]([CH2:22][C:23]([OH:25])=[O:24])[C:19]3=[O:20])[N:12]=2)[CH2:2][CH2:3][CH2:4][CH2:5][CH2:6]1 |f:2.3|. Reported procedure: The reaction described in Example 1 was repeated, but using 3.0 g of 2-cyclohexylaminothiazole-4-carbaldehyde, 2.27 g of rhodanine-3-acetic acid, 1.7 g of ammonium chloride, 1.7 ml of 28% v/v aqueous ammonia and 60 ml of ethanol giving the title compound as yellowish-brown needles.